This data is from the Open Reaction Database (ORD), a public repository of structured organic reaction records. The task is: describe an organic reaction: reactants, conditions, products, and yield Reactants: C(C)(C)(C)OC(=O)CON=C(C(=O)OC(C1=CC=CC=C1)C1=CC=CC=C1)C=1N=C(SC1)NC=O (benzhydryl 2-t-butoxycarbonylmethoxyimino-2-(2-formamidothiazol-4-yl)acetate), Cl (hydrochloric acid), C([O-])(O)=O.[Na+] (sodium bicarbonate). Solvent: CO (methanol), O (water). Conditions: time 1.5 hour. Product: C(C)(C)(C)OC(=O)CON=C(C(=O)OC(C1=CC=CC=C1)C1=CC=CC=C1)C=1N=C(SC1)N (benzhydryl 2-t-butoxycarbonylmethoxyimino-2-(2-aminothiazol-4-yl)acetate). The yield is 77.4%. As a reaction SMILES: [C:1]([O:5][C:6]([CH2:8][O:9][N:10]=[C:11]([C:28]1[N:29]=[C:30]([NH:33]C=O)[S:31][CH:32]=1)[C:12]([O:14][CH:15]([C:22]1[CH:27]=[CH:26][CH:25]=[CH:24][CH:23]=1)[C:16]1[CH:21]=[CH:20][CH:19]=[CH:18][CH:17]=1)=[O:13])=[O:7])([CH3:4])([CH3:3])[CH3:2].Cl.C(=O)(O)[O-].[Na+]>CO.O>[C:1]([O:5][C:6]([CH2:8][O:9][N:10]=[C:11]([C:28]1[N:29]=[C:30]([NH2:33])[S:31][CH:32]=1)[C:12]([O:14][CH:15]([C:22]1[CH:27]=[CH:26][CH:25]=[CH:24][CH:23]=1)[C:16]1[CH:21]=[CH:20][CH:19]=[CH:18][CH:17]=1)=[O:13])=[O:7])([CH3:4])([CH3:2])[CH3:3] |f:2.3|. Reported procedure: To a solution of 2-t-butoxycarbonylmethoxyimino-2-(2-formamidothiazol-4-yl)acetic acid (syn isomer) (65.9 g) in ethyl acetate (300 ml) and tetrahydrofuran (200 ml) was dropwise added a solution of diphenyldiazomethane in ethyl acetate (1 m mol/ml, 200 ml) at ambient temperature and the mixture was stirred for an hour. The resultant mixture was washed with saturated aqueous solution of sodium bicarbonate and brine, and dried over magnesium sulfate. The solution was evaporated to give benzhydryl 2... Starting materials: COC(=O)COc1c(-c2ccccc2)c(=O)[nH]c2cc(Cl)ccc12, [Li+], C1CCOC1, [OH-]. Yields the product O=C(O)COc1c(-c2ccccc2)c(=O)[nH]c2cc(Cl)ccc12. RXN SMILES: [CH3:1][O:2][C:3](=[O:4])[CH2:5][O:6][c:7]1[c:8](-[c:19]2[cH:20][cH:21][cH:22][cH:23][cH:24]2)[c:9](=[O:18])[nH:10][c:11]2[cH:12][c:13]([Cl:17])[cH:14][cH:15][c:16]12.[Li+:25].[O:27]1[CH2:28][CH2:29][CH2:30][CH2:31]1.[OH-:26]>>[O:2]=[C:3]([OH:4])[CH2:5][O:6][c:7]1[c:8](-[c:19]2[cH:20][cH:21][cH:22][cH:23][cH:24]2)[c:9](=[O:18])[nH:10][c:11]2[cH:12][c:13]([Cl:17])[cH:14][cH:15][c:16]12.